This data is from the Open Reaction Database (ORD), a public repository of structured organic reaction records. The task is: describe an organic reaction: reactants, conditions, products, and yield Reaction SMILES: [B:48]([Br:49])([Br:50])[Br:51].[Cl:52][CH2:53][Cl:54].[F:1][c:2]1[cH:3][cH:4][c:5]([O:46][CH3:47])[c:6]([C:8]([CH2:9][C:10]([CH2:11][NH:12][c:13]2[c:14]3[cH:15][n:16][n:17](-[c:23]4[cH:24][c:25]([C:29](=[O:30])[N:31]5[CH:32]([C:33](=[O:34])[NH2:35])[CH2:36][CH2:37][CH2:38]5)[cH:26][cH:27][cH:28]4)[c:18]3[cH:19][c:20]([CH3:22])[cH:21]2)([C:39]([F:40])([F:41])[F:42])[OH:43])([CH3:44])[CH3:45])[cH:7]1>>[F:1][c:2]1[cH:3][cH:4][c:5]([OH:46])[c:6]([C:8]([CH2:9][C:10]([CH2:11][NH:12][c:13]2[c:14]3[cH:15][n:16][n:17](-[c:23]4[cH:24][c:25]([C:29](=[O:30])[N:31]5[CH:32]([C:33](=[O:34])[NH2:35])[CH2:36][CH2:37][CH2:38]5)[cH:26][cH:27][cH:28]4)[c:18]3[cH:19][c:20]([CH3:22])[cH:21]2)([C:39]([F:40])([F:41])[F:42])[OH:43])([CH3:44])[CH3:45])[cH:7]1. The product is Cc1cc(NCC(O)(CC(C)(C)c2cc(F)ccc2O)C(F)(F)F)c2cnn(-c3cccc(C(=O)N4CCCC4C(N)=O)c3)c2c1. The reactants are BrB(Br)Br, ClCCl, COc1ccc(F)cc1C(C)(C)CC(O)(CNc1cc(C)cc2c1cnn2-c1cccc(C(=O)N2CCCC2C(N)=O)c1)C(F)(F)F. Starting materials: product, C1(=CC=CC=C1)N1CNC(C12CCNCC2)=O (1-Phenyl-1,3,8-triazaspiro[4.5]decan-4-one), ClCC=O (2-chloroacetaldehyde), C(#N)[BH3-].[Na+] (sodium cyanoborohydride), OC1=C(C=CC=C1)C1=CC=CC=C1 (2-Hydroxybiphenyl), C([O-])([O-])=O.[K+].[K+] (potassium carbonate). Product: C=1(C(=CC=CC1)OCCN1CCC2(C(NCN2C2=CC=CC=C2)=O)CC1)C1=CC=CC=C1 (8-(2-(2-Biphenyloxy)ethyl)-1-phenyl-1,3,8-triazaspiro[4.5]decan-4-one). Procedure: 1-Phenyl-1,3,8-triazaspiro[4.5]decan-4-one (0.250 g, 1.08 mmol), 2-chloroacetaldehyde (45% solution in water, 0.283 mg, 1.62 mmol) and sodium cyanoborohydride (0.103 g, 1.62 mmol) were combined in methanol (5 mL). The reaction mixture was stirred at room temperature overnight. The reaction mixture was then concentrated and the residue purified by column chromatography (5% methanol in dichloromethane). A portion of the resulting product (0.025 g, 0.085 mmol) was dissolved in dry dimethylformamide... Solvent: CN(C=O)C (dimethylformamide), O (water), CO (methanol). As a reaction SMILES: [C:1]1([N:7]2[C:11]3([CH2:16][CH2:15][NH:14][CH2:13][CH2:12]3)[C:10](=[O:17])[NH:9][CH2:8]2)[CH:6]=[CH:5][CH:4]=[CH:3][CH:2]=1.Cl[CH2:19][CH:20]=O.C([BH3-])#N.[Na+].[OH:26][C:27]1[CH:32]=[CH:31][CH:30]=[CH:29][C:28]=1[C:33]1[CH:38]=[CH:37][CH:36]=[CH:35][CH:34]=1.C(=O)([O-])[O-].[K+].[K+]>CO.CN(C)C=O.O>[C:28]1([C:33]2[CH:34]=[CH:35][CH:36]=[CH:37][CH:38]=2)[C:27]([O:26][CH2:19][CH2:20][N:14]2[CH2:13][CH2:12][C:11]3([N:7]([C:1]4[CH:2]=[CH:3][CH:4]=[CH:5][CH:6]=4)[CH2:8][NH:9][C:10]3=[O:17])[CH2:16][CH2:15]2)=[CH:32][CH:31]=[CH:30][CH:29]=1 |f:2.3,5.6.7|. Reaction conditions: time 8 hour. Reactants: FCC1=CS[C@H]2N(C1C(=O)OC(C1=CC=CC=C1)C1=CC=CC=C1)C(C2NC(CC=2SC=CC2)=O)=O (benzhydryl 3-fluoromethyl-7-(2-thienylacetamido)-2-cephem-4-carboxylate), ClC1=CC(=CC=C1)C(=O)OO (m-chloroperbenzoic acid). The solvent is C(Cl)(Cl)Cl (CHCl3), C(Cl)(Cl)Cl (CHCl3), C(Cl)(Cl)Cl (CHCl3). Reaction conditions: time 2.5 hour. Product: FCC=1CS([C@H]2N(C1C(=O)OC(C1=CC=CC=C1)C1=CC=CC=C1)C(C2NC(CC=2SC=CC2)=O)=O)=O (benzhydryl 3-fluoromethyl-7-(2-thienylacetamido)-3-cephem-4-carboxylate-1-oxide). Reaction SMILES: [F:1][CH2:2][C:3]1[CH:8]([C:9]([O:11][CH:12]([C:19]2[CH:24]=[CH:23][CH:22]=[CH:21][CH:20]=2)[C:13]2[CH:18]=[CH:17][CH:16]=[CH:15][CH:14]=2)=[O:10])[N:7]2[C:25](=[O:36])[CH:26]([NH:27][C:28](=[O:35])[CH2:29][C:30]3[S:31][CH:32]=[CH:33][CH:34]=3)[C@H:6]2[S:5][CH:4]=1.ClC1C=CC=C(C(OO)=[O:45])C=1>C(Cl)(Cl)Cl>[F:1][CH2:2][C:3]1[CH2:4][S:5](=[O:45])[C@@H:6]2[CH:26]([NH:27][C:28](=[O:35])[CH2:29][C:30]3[S:31][CH:32]=[CH:33][CH:34]=3)[C:25](=[O:36])[N:7]2[C:8]=1[C:9]([O:11][CH:12]([C:19]1[CH:24]=[CH:23][CH:22]=[CH:21][CH:20]=1)[C:13]1[CH:14]=[CH:15][CH:16]=[CH:17][CH:18]=1)=[O:10]. Procedure: To a solution of 1.04 g of benzhydryl 3-fluoromethyl-7-(2-thienylacetamido)-2-cephem-4-carboxylate in 10 ml of CHCl3 at 0° is added dropwise a solution of 0.35 g of m-chloroperbenzoic acid in 5 ml of CHCl3. The solution is stirred at 0° for 2.5 hours, then diluted with CHCl3 and washed with NaHCO 3, the dried (MgSO4) and evaporated in vacuo. The residue is recrystallized from methanol to yield benzhydryl 3-fluoromethyl-7-(2-thienylacetamido)-3-cephem-4-carboxylate-1-oxide. The reactants are C(C)OC(=NCC#N)C1CC1 (N-cyanomethyl-cyclopropanecarboximidic acid ethyl ester), CC(C)([O-])C.[K+] (potassium tert-butoxide), C(=O)OCC (ethyl formate). Solvent: C1CCOC1 (THF), CCOCC (ether). Reaction conditions: temperature -10 celsius, time 3 hour. The product is C1(CC1)C=1OC=C(N1)C#N (2-cyclopropyl-oxazole-4-carbonitrile). Yield: 23.2%. As a reaction SMILES: [CH2:1]([O:3][C:4]([CH:9]1[CH2:11][CH2:10]1)=[N:5][CH2:6][C:7]#[N:8])C.CC(C)([O-])C.[K+].C(OCC)=O>C1COCC1.CCOCC>[CH:9]1([C:4]2[O:3][CH:1]=[C:6]([C:7]#[N:8])[N:5]=2)[CH2:11][CH2:10]1 |f:1.2|. Procedure details: To a solution of N-cyanomethyl-cyclopropanecarboximidic acid ethyl ester (4.54 g, 14.9 mmol) in THF (10 mL) at −10° C. were added potassium tert-butoxide (1.67 g, 14.9 mmol) and ethyl formate (1.2 mL, 14.9 mmol) successively. After being stirred at −10° C. for 3 h, the reaction mixture was left in the refrigerator overnight and then diluted with ether. The precipitated brown solid was filtered and dried under vacuum. The vacuum-dried solid was added to boiling acetic acid (45 mL) and refluxed fo... Starting materials: CC(CN)C(=O)O (DL-3-aminoisobutyric acid), O=S(Cl)Cl (SOCl2), CO (MeOH). Product: Cl.NCC(C(=O)OC)C (methyl 3-amino-2-methyl-propanoate hydrochloride salt). As a reaction SMILES: [CH3:1][CH:2]([C:5]([OH:7])=[O:6])[CH2:3][NH2:4].O=S(Cl)[Cl:10].[CH3:12]O>>[ClH:10].[NH2:4][CH2:3][CH:2]([CH3:1])[C:5]([O:7][CH3:12])=[O:6] |f:3.4|. Procedure: To the solution of DL-3-aminoisobutyric acid (CAS number: 144-90-1, Aldrich) (2.7 g, 26.4 mmol) in MeOH (50 mL) was added SOCl2 (6.17 g, 52.8 mmol) dropwise at 0° C. under N2 atmosphere. The reaction was refluxed for 18 hours. The solvent was removed in vacuo to give crude Compound W which was used directly in the next step. The reactants are O1[C@@H](C1)COC=1C=C(C=CC1)C=1C=CC=C2C=CC=NC12 ((S)-8-(3-(oxiran-2-ylmethoxy)phenyl)quinoline), C1NCCC2=CC=CC=C12 (1,2,3,4-tetrahydroisoquinoline). Solvent: CCO (EtOH). Run at temperature 120 celsius. Product: C1N(CCC2=CC=CC=C12)C[C@@H](COC1=CC(=CC=C1)C=1C=CC=C2C=CC=NC12)O ((S)-1-(3,4-dihydroisoquinolin-2(1H)-yl)-3-(3-(quinolin-8-yl)phenoxy)propan-2-ol). Isolated yield 10.7%. Reaction SMILES: [O:1]1[CH2:3][C@H:2]1[CH2:4][O:5][C:6]1[CH:7]=[C:8]([C:12]2[CH:13]=[CH:14][CH:15]=[C:16]3[C:21]=2[N:20]=[CH:19][CH:18]=[CH:17]3)[CH:9]=[CH:10][CH:11]=1.[CH2:22]1[C:31]2[C:26](=[CH:27][CH:28]=[CH:29][CH:30]=2)[CH2:25][CH2:24][NH:23]1>CCO>[CH2:22]1[C:31]2[C:26](=[CH:27][CH:28]=[CH:29][CH:30]=2)[CH2:25][CH2:24][N:23]1[CH2:3][C@H:2]([OH:1])[CH2:4][O:5][C:6]1[CH:11]=[CH:10][CH:9]=[C:8]([C:12]2[CH:13]=[CH:14][CH:15]=[C:16]3[C:21]=2[N:20]=[CH:19][CH:18]=[CH:17]3)[CH:7]=1. Procedure details: A mixture of (S)-8-(3-(oxiran-2-ylmethoxy)phenyl)quinoline (270 mg, 1 mmol), 1,2,3,4-tetrahydroisoquinoline (133 mg, 1 mmol) in EtOH (5 mL) was stirred at 120° C. under microwave heating for 30 minutes. After evaporation of the solvent, the residue was purified by prep-HPLC to afford the desired title compound (43.9 mg, Yield 14.6%). 1H NMR (400 MHz, MeOD): δ 8.80-8.79 (m, 1H), 8.38 (d, J=8 Hz, 1H), 7.94 (d, J=8.4 Hz, 1H), 7.74-7.72 (m, 1H), 7.67-7.63 (m, 1H), 7.54-7.51 (m, 1H), 7.41-7.37 (m, 1H... The reactants are ClC1=C(CN2CCC3(CN(CCO3)C(=O)C=3N=C(SC3)CC)CC2)C=CC=C1CCO ((9-(2-Chloro-3-(2-hydroxyethyl)benzyl)-1-oxa-4,9-diazaspiro[5.5]undecan-4-yl)(2-ethylthiazol-4-yl)methanone), C(C=C)(=O)OC(C)(C)C (tert-butyl acrylate). The solvent is O (water), C(C)#N (acetonitrile). Run at time 8 hour. Yields the product CCCC(C)C (isohexane), ClC1=C(CCOCCC(=O)OC(C)(C)C)C=CC=C1CN1CCC2(CN(CCO2)C(=O)C=2N=C(SC2)CC)CC1 (tert-Butyl 3-(2-chloro-3-((4-(2-ethylthiazole-4-carbonyl)-1-oxa-4,9-diazaspiro[5.5]undecan-9-yl)methyl)phenethoxy)propanoate). RXN SMILES: [Cl:1][C:2]1[C:28]([CH2:29][CH2:30][OH:31])=[CH:27][CH:26]=[CH:25][C:3]=1[CH2:4][N:5]1[CH2:24][CH2:23][C:8]2([O:13][CH2:12][CH2:11][N:10]([C:14]([C:16]3[N:17]=[C:18]([CH2:21][CH3:22])[S:19][CH:20]=3)=[O:15])[CH2:9]2)[CH2:7][CH2:6]1.[C:32]([O:36][C:37]([CH3:40])([CH3:39])[CH3:38])(=[O:35])[CH:33]=[CH2:34]>O.C(#N)C>[CH3:27][CH2:28][CH2:2][CH:3]([CH3:25])[CH3:4].[Cl:1][C:2]1[C:3]([CH2:4][N:5]2[CH2:6][CH2:7][C:8]3([O:13][CH2:12][CH2:11][N:10]([C:14]([C:16]4[N:17]=[C:18]([CH2:21][CH3:22])[S:19][CH:20]=4)=[O:15])[CH2:9]3)[CH2:23][CH2:24]2)=[CH:25][CH:26]=[CH:27][C:28]=1[CH2:29][CH2:30][O:31][CH2:34][CH2:33][C:32]([O:36][C:37]([CH3:40])([CH3:39])[CH3:38])=[O:35]. Procedure: Triton-B (40% in water, 0.94 mL) was added to a solution of (9-(2-chloro-3-(2-hydroxyethyl)benzyl)-1-oxa-4,9-diazaspiro[5.5]undecan-4-yl)(2-ethylthiazol-4-yl)methanone [Example 26, step c] (3.2 g) and tert-butyl acrylate (1.5 mL) in acetonitrile (1 mL) and the resulting mixture stirred overnight at RT. The solvent was evaporated and the residue was purified by flash silica chromatography, elution gradient 1:1:0.05 ethyl acetate:isohexane:triethylamine to 95:5 ethyl acetate:triethylamine to give ... Reactants: CCOC(C)=O, CO, CN1CCc2cccc(Nc3cc(Cl)ncc3Cl)c2C1=O, Cc1nn(C(F)F)cc1N. Yields the product Cc1nn(C(F)F)cc1Nc1cc(Nc2cccc3c2C(=O)N(C)CC3)c(Cl)cn1. Reaction SMILES: [CH3:32][CH2:33][O:34][C:35]([CH3:36])=[O:37].[CH3:38][OH:39].[Cl:1][c:2]1[n:3][cH:4][c:5]([Cl:21])[c:6]([NH:8][c:9]2[cH:10][cH:11][cH:12][c:13]3[c:18]2[C:17](=[O:19])[N:16]([CH3:20])[CH2:15][CH2:14]3)[cH:7]1.[F:22][CH:23]([n:24]1[n:25][c:26]([CH3:30])[c:27]([NH2:29])[cH:28]1)[F:31]>>[c:2]1([NH:29][c:27]2[c:26]([CH3:30])[n:25][n:24]([CH:23]([F:22])[F:31])[cH:28]2)[n:3][cH:4][c:5]([Cl:21])[c:6]([NH:8][c:9]2[cH:10][cH:11][cH:12][c:13]3[c:18]2[C:17](=[O:19])[N:16]([CH3:20])[CH2:15][CH2:14]3)[cH:7]1. The reactants are S(O)(O)(=O)=O (sulfuric acid), ClC1=CC=C(C=C1)C(=CC(=O)[O-])C#N.[K+] (potassium 3-(4-chlorophenyl)-3-cyanoacrylate), ice water. Solvent: C(=O)O (formic acid). Reaction conditions: temperature 50 celsius. Product: ClC1=CC=C(C=C1)C=1C(OC(C1)=O)=O (3-(4-Chlorophenyl)furan-2,5-dione). As a reaction SMILES: S(=O)(=O)(O)[OH:2].[Cl:6][C:7]1[CH:12]=[CH:11][C:10]([C:13]([C:18]#N)=[CH:14][C:15]([O-:17])=[O:16])=[CH:9][CH:8]=1.[K+]>C(O)=O>[Cl:6][C:7]1[CH:12]=[CH:11][C:10]([C:13]2[C:18](=[O:2])[O:16][C:15](=[O:17])[CH:14]=2)=[CH:9][CH:8]=1 |f:1.2|. Procedure: With stirring, 80 ml of concentrated sulfuric acid were added dropwise to 138 g (0.57 mol) potassium 3-(4-chlorophenyl)-3-cyanoacrylate in 1.2 l of 88% strength formic acid. During the addition, the temperature increased to 50° C. The mixture was refluxed for 3 h and, after cooling, put into 10 l of ice-water and then stirred for 1 h, and the product was filtered off, washed with water and dried under reduced pressure. Yield: 86.0 g of m.p. 144-145° C.